Dataset: the Open Reaction Database (ORD), a public repository of structured organic reaction records. Task: describe an organic reaction: reactants, conditions, products, and yield Starting materials: Cc1ccccc1, O=C(N=NC(=O)N1CCCCC1)N1CCCCC1, C1CCOC1, O=C(NCCO)OCc1ccccc1, c1ccc(P(c2ccccc2)c2ccccc2)cc1, Oc1ccc(-n2cccn2)cc1. The product is O=C(NCCOc1ccc(-n2cccn2)cc1)OCc1ccccc1. Reaction SMILES: [CH3:69][c:70]1[cH:71][cH:72][cH:73][cH:74][cH:75]1.[N:46]([C:47]([N:48]1[CH2:49][CH2:50][CH2:51][CH2:52][CH2:53]1)=[O:54])=[N:55][C:56]([N:57]1[CH2:58][CH2:59][CH2:60][CH2:61][CH2:62]1)=[O:63].[O:64]1[CH2:65][CH2:66][CH2:67][CH2:68]1.[OH:32][CH2:33][CH2:34][NH:35][C:36]([O:37][CH2:38][c:39]1[cH:40][cH:41][cH:42][cH:43][cH:44]1)=[O:45].[c:13]1([P:14]([c:15]2[cH:16][cH:17][cH:18][cH:19][cH:20]2)[c:21]2[cH:22][cH:23][cH:24][cH:25][cH:26]2)[cH:27][cH:28][cH:29][cH:30][cH:31]1.[n:1]1(-[c:6]2[cH:7][cH:8][c:9]([OH:12])[cH:10][cH:11]2)[n:2][cH:3][cH:4][cH:5]1>>[n:1]1(-[c:6]2[cH:7][cH:8][c:9]([O:12][CH2:33][CH2:34][NH:35][C:36]([O:37][CH2:38][c:39]3[cH:40][cH:41][cH:42][cH:43][cH:44]3)=[O:45])[cH:10][cH:11]2)[n:2][cH:3][cH:4][cH:5]1.